From a dataset of the Open Reaction Database (ORD), a public repository of structured organic reaction records. describe an organic reaction: reactants, conditions, products, and yield As a reaction SMILES: C[O:2][C:3]1[C:4]([CH3:36])=[C:5]([C:27]([O:34]C)=[C:28]([O:32][CH3:33])[C:29]=1[O:30][CH3:31])[CH2:6][C:7]1[CH:8]=[CH:9][C:10]([O:21][CH2:22][C:23]([O:25][CH3:26])=[O:24])=[C:11]([CH:20]=1)[C:12]([N:14]1[CH2:19][CH2:18][CH2:17][CH2:16][CH2:15]1)=[O:13].O=[N+]([O-])[O-].[O-][N+](=O)[O-].[O-][N+](=O)[O-].[O-][N+](=O)[O-].[O-][N+](=O)[O-].[O-][N+](=O)[O-].[Ce+4].[NH4+].[NH4+]>C(#N)C.O>[CH3:31][O:30][C:29]1[C:3](=[O:2])[C:4]([CH3:36])=[C:5]([CH2:6][C:7]2[CH:8]=[CH:9][C:10]([O:21][CH2:22][C:23]([O:25][CH3:26])=[O:24])=[C:11]([CH:20]=2)[C:12]([N:14]2[CH2:15][CH2:16][CH2:17][CH2:18][CH2:19]2)=[O:13])[C:27](=[O:34])[C:28]=1[O:32][CH3:33] |f:1.2.3.4.5.6.7.8.9|. Yield: 73.5%. Yields the product COC=1C(C(=C(C(C1OC)=O)CC=1C=CC(=C(C(=O)N2CCCCC2)C1)OCC(=O)OC)C)=O (N-[5-(5,6-Dimethoxy-3-methyl-1,4-benzoquinon-2-yl)methyl-2-(methoxycarbonylmethyloxy)benzoyl]piperidine). Reactants: COC=1C(=C(CC=2C=CC(=C(C(=O)N3CCCCC3)C2)OCC(=O)OC)C(=C(C1OC)OC)OC)C (N-[5-(3,4,5,6-Tetramethoxy-2-methylbenzyl)-2-(methoxycarbonylmethyloxy)benzoyl]piperidine), O=[N+]([O-])[O-].[O-][N+]([O-])=O.[O-][N+]([O-])=O.[O-][N+]([O-])=O.[O-][N+]([O-])=O.[O-][N+]([O-])=O.[Ce+4].[NH4+].[NH4+] (CAN). Procedure: N-[5-(3,4,5,6-Tetramethoxy-2-methylbenzyl)-2-(methoxycarbonylmethyloxy)benzoyl]piperidine (0.260 g, 0.520 mmol) was dissolved in a mixed solution of acetonitrile (12 ml) and water (4 ml) and after adding thereto CAN (0.713 g, 1.30 mmol) at room temperature, the solution was stirred at room temperature for 1 hour. The reaction solution was diluted with water and then extracted with ether. The extract was washed with water and then dried, and the solvent was removed by distillation. The obtained r... The solvent is O (water), C(C)#N (acetonitrile), O (water). The reactants are C(=O)(OC(C)(C)C)N1C(C(=O)O)CCCC1 (N-Boc-pipecolic acid), C(C1=CC=CC=C1)OC([C@@H](N)C)=O (alanine benzyl ester), C=1C=CC2=C(C1)N=NN2O (HOBT), C(CCl)Cl (EDC), CN1CCOCC1 (N-methylmorpholine). The solvent is C1(=CC=CC=C1)C (toluene), O (water), CN(C=O)C (dimethylformamide), C1CCCCC1.C(C)(=O)OCC (cyclohexane ethyl acetate). Yields the product C(C1=CC=CC=C1)OC(=O)[C@H](C)NC(=O)[C@H]1N(CCCC1)C(=O)OC(C)(C)C (tert-Butyl (S)-2-((S)-1-benzyloxycarbonyl-ethylcarbamoyl)-piperidine-1-carboxylate). RXN SMILES: [CH2:1]([O:8][C:9](=[O:13])[C@H:10]([CH3:12])[NH2:11])[C:2]1[CH:7]=[CH:6][CH:5]=[CH:4][CH:3]=1.C1C=CC2N(O)N=NC=2C=1.C(Cl)CCl.[C:28]([N:35]1[CH2:43][CH2:42][CH2:41][CH2:40][CH:36]1[C:37](O)=[O:38])([O:30][C:31]([CH3:34])([CH3:33])[CH3:32])=[O:29].CN1CCOCC1>C1CCCCC1.C(OCC)(=O)C.C1(C)C=CC=CC=1.O.CN(C)C=O>[CH2:1]([O:8][C:9]([C@@H:10]([NH:11][C:37]([C@@H:36]1[CH2:40][CH2:41][CH2:42][CH2:43][N:35]1[C:28]([O:30][C:31]([CH3:34])([CH3:33])[CH3:32])=[O:29])=[O:38])[CH3:12])=[O:13])[C:2]1[CH:7]=[CH:6][CH:5]=[CH:4][CH:3]=1 |f:5.6|. Procedure details: 9.85 g (45.57 mmol) of alanine benzyl ester, 6.79 g of HOBT (50.23 mmol) and 10.07 g (52.52 mmol) of EDC are introduced into dimethylformamide (30 ml) at 0° C., treated with 10.47 g (45.67 mmol) of N-Boc-pipecolic acid. and 27.71 g (274 mmol) of N-methylmorpholine and stirred overnight at room temperature. Subsequently, the mixture is treated with water and toluene, the phases are separated and the organic phase is washed with sat. aqueous sodium chloride solution. 14.9 g (83% of th.) of product... Starting materials: Cc1cnc2c(c1)CCCC2C#N, ClCCl, Cl, CCOP([O-])(=S)SCC. The product is Cc1cnc2c(c1)CCCC2C(N)=S, Cl. Reaction SMILES: [C:1](#[N:2])[CH:3]1[CH2:4][CH2:5][CH2:6][c:7]2[cH:8][c:9]([CH3:13])[cH:10][n:11][c:12]21.[Cl:24][CH2:25][Cl:26].[ClH:14].[P:15](=[S:16])([O-:17])([O:18][CH2:19][CH3:20])[S:21][CH2:22][CH3:23]>>[C:1]([NH2:2])([CH:3]1[CH2:4][CH2:5][CH2:6][c:7]2[cH:8][c:9]([CH3:13])[cH:10][n:11][c:12]21)=[S:16].[ClH:14]. Starting materials: [Al+3], C1CCOC1, [H-], [H-], [H-], [H-], [Li+], CCOC(=O)c1ccc2ncsc2c1. Product: OCc1ccc2ncsc2c1. As a reaction SMILES: [Al+3:2].[CH2:21]1[O:22][CH2:23][CH2:24][CH2:25]1.[H-:1].[H-:4].[H-:5].[H-:6].[Li+:3].[s:7]1[cH:8][n:9][c:10]2[c:11]1[cH:12][c:13]([C:16](=[O:17])[O:18][CH2:19][CH3:20])[cH:14][cH:15]2>>[s:7]1[cH:8][n:9][c:10]2[c:11]1[cH:12][c:13]([CH2:16][OH:17])[cH:14][cH:15]2. Starting materials: [Br-], C1CCOC1, C[Mg+], O=Cc1cc(C(F)(F)F)cc(O)n1. The product is CC(O)c1cc(C(F)(F)F)cc(O)n1. RXN SMILES: [Br-:14].[CH2:17]1[O:18][CH2:19][CH2:20][CH2:21]1.[CH3:15][Mg+:16].[OH:1][c:2]1[cH:3][c:4]([C:10]([F:11])([F:12])[F:13])[cH:5][c:6]([CH:8]=[O:9])[n:7]1>>[OH:1][c:2]1[cH:3][c:4]([C:10]([F:11])([F:12])[F:13])[cH:5][c:6]([CH:8]([OH:9])[CH3:15])[n:7]1.